describe an organic reaction: reactants, conditions, products, and yield From a dataset of the Open Reaction Database (ORD), a public repository of structured organic reaction records. Yield: 223.7%. RXN SMILES: C([S:4][C@@H:5]1[CH2:9][N:8]([C:10]([O:12][CH2:13][C:14]2[CH:19]=[CH:18][C:17]([N+:20]([O-:22])=[O:21])=[CH:16][CH:15]=2)=[O:11])[C@H:7]([C@@H:23]2[CH2:25][C@H:24]2[C:26]([NH:28][CH3:29])=[O:27])[CH2:6]1)(=O)C.O(P(O[C:47]1[C@H:48]([CH3:71])[C@H:49]2[C@@H:66]([C@H:67]([OH:69])[CH3:68])[C:65](=[O:70])[N:50]2[C:51]=1[C:52]([O:54][CH2:55]C1C=CC([N+]([O-])=O)=CC=1)=[O:53])(OC1C=CC=CC=1)=O)C1C=CC=CC=1>>[OH:69][C@@H:67]([C@H:66]1[C:65](=[O:70])[N:50]2[C:51]([C:52]([O:54][CH2:55][C:14]3[CH:19]=[CH:18][C:17]([N+:20]([O-:22])=[O:21])=[CH:16][CH:15]=3)=[O:53])=[C:47]([S:4][C@@H:5]3[CH2:9][N:8]([C:10]([O:12][CH2:13][C:14]4[CH:19]=[CH:18][C:17]([N+:20]([O-:22])=[O:21])=[CH:16][CH:15]=4)=[O:11])[C@H:7]([C@@H:23]4[CH2:25][C@H:24]4[C:26]([NH:28][CH3:29])=[O:27])[CH2:6]3)[C@H:48]([CH3:71])[C@H:49]12)[CH3:68]. Reactants: 1b, C(C)(=O)S[C@H]1C[C@H](N(C1)C(=O)OCC1=CC=C(C=C1)[N+](=O)[O-])[C@H]1[C@@H](C1)C(=O)NC (trans-2-[(2S,4S)-4-acetylthio-N-(4-nitrobenzyloxycarbonyl) pyrrolidin-2-yl]-N-methylcyclopropanecarboxamide), O(C1=CC=CC=C1)P(=O)(OC1=CC=CC=C1)OC=1[C@@H]([C@@H]2N(C1C(=O)OCC1=CC=C(C=C1)[N+](=O)[O-])C([C@@H]2[C@@H](C)O)=O)C (4-nitrobenzyl (1R,5S,6S)-2-diphenoxyphosphoryloxy-6-[(R)-1-hydroxyethyl]-1-methyl-1-carbapen-2-em-3-carboxylate). Reported procedure: The same procedure as in EXAMPLE 1a and 1b was carried out by using trans-2-[(2S,4S)-4-acetylthio-N-(4-nitrobenzyloxycarbonyl) pyrrolidin-2-yl]-N-methylcyclopropanecarboxamide (180 mg, 0.42 mmol)and 4-nitrobenzyl (1R,5S,6S)-2-diphenoxyphosphoryloxy-6-[(R)-1-hydroxyethyl]-1-methyl-1-carbapen-2-em-3-carboxylate(203 mg, 0.34 mmol) to give 4-nitrobenzyl (1R,5S,6S)-6-[(R)-1-hydroxyethyl]-1-methyl-2-[(2S,4S)-2-[trans-2-(N-methylaminocarbonyl) cyclopropyl]-N-(4-nitrobenzyloxycarbonyl)pyrrolidin-4-ylthi... Product: O[C@H](C)[C@@H]1[C@@H]2N(C(=C([C@@H]2C)S[C@H]2C[C@H](N(C2)C(=O)OCC2=CC=C(C=C2)[N+](=O)[O-])[C@H]2[C@@H](C2)C(=O)NC)C(=O)OCC2=CC=C(C=C2)[N+](=O)[O-])C1=O (4-nitrobenzyl (1R,5S,6S)-6-[(R)-1-hydroxyethyl]-1-methyl-2-[(2S,4S)-2-[trans-2-(N-methylaminocarbonyl) cyclopropyl]-N-(4-nitrobenzyloxycarbonyl)pyrrolidin-4-ylthio]-1-carbapen-2-em-3-carboxylate). Starting materials: CC(C)(Oc1ccc(C#N)cc1)C(=O)Cc1ccc(OCc2ccccc2)c[n+]1[O-], CCOCC, CCO, CC1(C)CC(c2ccccn2)c2cc(C(N)=O)ccc2O1, O. Product: CC(C)(Oc1ccc(C#N)cc1)C(O)Cc1ccc(OCc2ccccc2)c[n+]1[O-]. Reaction SMILES: [CH2:27]([c:28]1[cH:29][cH:30][cH:31][cH:32][cH:33]1)[O:34][c:35]1[cH:36][cH:37][c:38]([CH2:42][C:43]([C:44]([CH3:45])([CH3:46])[O:47][c:48]2[cH:49][cH:50][c:51]([C:54]#[N:55])[cH:52][cH:53]2)=[O:56])[n+:39]([O-:41])[cH:40]1.[CH3:1][CH2:2][O:3][CH2:4][CH3:5].[CH3:57][CH2:58][OH:59].[CH3:6][C:7]1([CH3:8])[CH2:9][CH:10]([c:11]2[cH:12][cH:13][cH:14][cH:15][n:16]2)[c:17]2[cH:18][c:19]([C:20]([NH2:21])=[O:22])[cH:23][cH:24][c:25]2[O:26]1.[OH2:60]>>[CH2:27]([c:28]1[cH:29][cH:30][cH:31][cH:32][cH:33]1)[O:34][c:35]1[cH:36][cH:37][c:38]([CH2:42][CH:43]([C:44]([CH3:45])([CH3:46])[O:47][c:48]2[cH:49][cH:50][c:51]([C:54]#[N:55])[cH:52][cH:53]2)[OH:56])[n+:39]([O-:41])[cH:40]1.